This data is from the Open Reaction Database (ORD), a public repository of structured organic reaction records. The task is: describe an organic reaction: reactants, conditions, products, and yield Reactants: O=C=NCc1ccccc1, CNC(=O)c1nc(-c2cccc(N)c2)cnc1N, C1CCOC1. The product is CNC(=O)c1nc(-c2cccc(NC(=O)NCc3ccccc3)c2)cnc1N. Reaction SMILES: [CH2:19]([c:20]1[cH:21][cH:22][cH:23][cH:24][cH:25]1)[N:26]=[C:27]=[O:28].[NH2:1][c:2]1[c:3]([C:15](=[O:16])[NH:17][CH3:18])[n:4][c:5](-[c:8]2[cH:9][c:10]([NH2:14])[cH:11][cH:12][cH:13]2)[cH:6][n:7]1.[O:29]1[CH2:30][CH2:31][CH2:32][CH2:33]1>>[NH2:1][c:2]1[c:3]([C:15](=[O:16])[NH:17][CH3:18])[n:4][c:5](-[c:8]2[cH:9][c:10]([NH:14][C:27]([NH:26][CH2:19][c:20]3[cH:21][cH:22][cH:23][cH:24][cH:25]3)=[O:28])[cH:11][cH:12][cH:13]2)[cH:6][n:7]1. Reported procedure: A milky solution of 2-bromothiazole (5.6 g, 34.2 mmoles) in dry ethyl ether (17 ml) was added dropwise to a solution of n-butyl lithium (14.4 ml, 36 mmoles) in dry ethyl ether (50 ml), under N2 at −80° C. The reaction mixture was stirred at −80° C. for 15 minutes, then a solution of 3-(3,5-dichloro-pyridin-4-ylmethylene)-6-methoxy-3H-isobenzofuran-1-one (10 g, 31 mmoles), prepared as described in example 37, in dry THF (60 ml) was slowly added. After 45 minutes at −78° C., the resultant solution... Yields the product ClC=1C=NC=C(C1C=C1OC(C2=CC(=CC=C12)OC)(O)C=1SC=CN1)Cl (3-(3,5-Dichloro-pyridin-4-ylmethylene)-6-methoxy-1-thiazol-2-yl-1,3-dihydro-isobenzofuran-1-ol). The solvent is C1CCOC1 (THF), C(C)OCC (ethyl ether), C(C)OCC (ethyl ether), O (water). Reaction conditions: temperature -80 celsius, time 15 minute. The reactants are BrC=1SC=CN1 (2-bromothiazole), C(CCC)[Li] (n-butyl lithium), ClC=1C=NC=C(C1C=C1OC(C2=CC(=CC=C12)OC)=O)Cl (3-(3,5-dichloro-pyridin-4-ylmethylene)-6-methoxy-3H-isobenzofuran-1-one), resultant solution, [NH4+].[Cl-] (NH4Cl). Isolated yield 36.8%. Reaction SMILES: Br[C:2]1[S:3][CH:4]=[CH:5][N:6]=1.C([Li])CCC.[Cl:12][C:13]1[CH:14]=[N:15][CH:16]=[C:17]([Cl:32])[C:18]=1[CH:19]=[C:20]1[C:28]2[C:23](=[CH:24][C:25]([O:29][CH3:30])=[CH:26][CH:27]=2)[C:22](=[O:31])[O:21]1.[NH4+].[Cl-]>C(OCC)C.C1COCC1.O>[Cl:12][C:13]1[CH:14]=[N:15][CH:16]=[C:17]([Cl:32])[C:18]=1[CH:19]=[C:20]1[C:28]2[C:23](=[CH:24][C:25]([O:29][CH3:30])=[CH:26][CH:27]=2)[C:22]([C:2]2[S:3][CH:4]=[CH:5][N:6]=2)([OH:31])[O:21]1 |f:3.4|. Starting materials: [Br-], COc1cc(OC)cc(-c2cc(=O)c3ccc(OCC4CO4)cc3o2)c1, CO, [K+], c1ccc(N2CCNCC2)cc1. Product: COc1cc(OC)cc(-c2cc(=O)c3ccc(OCC(O)CN4CCN(c5ccccc5)CC4)cc3o2)c1. Reaction SMILES: [Br-:39].[CH3:1][O:2][c:3]1[cH:4][c:5](-[c:6]2[o:7][c:8]3[cH:9][c:10]([O:17][CH2:18][CH:19]4[CH2:20][O:21]4)[cH:11][cH:12][c:13]3[c:14](=[O:16])[cH:15]2)[cH:22][c:23]([O:25][CH3:26])[cH:24]1.[CH3:41][OH:42].[K+:40].[c:27]1([N:33]2[CH2:34][CH2:35][NH:36][CH2:37][CH2:38]2)[cH:28][cH:29][cH:30][cH:31][cH:32]1>>[CH3:1][O:2][c:3]1[cH:4][c:5](-[c:6]2[o:7][c:8]3[cH:9][c:10]([O:17][CH2:18][CH:19]([CH2:20][N:36]4[CH2:35][CH2:34][N:33]([c:27]5[cH:28][cH:29][cH:30][cH:31][cH:32]5)[CH2:38][CH2:37]4)[OH:21])[cH:11][cH:12][c:13]3[c:14](=[O:16])[cH:15]2)[cH:22][c:23]([O:25][CH3:26])[cH:24]1. Starting materials: O=C(O)c1cc2cc(Cl)ccc2[nH]1, Cl, Cl, Cl, Cl, CN1CCC(N2CCN(C(=O)C(N)Cc3ccncc3)CC2)CC1. Yields the product CN1CCC(N2CCN(C(=O)C(Cc3ccncc3)NC(=O)c3cc4cc(Cl)ccc4[nH]3)CC2)CC1. Reaction SMILES: [Cl:29][c:30]1[cH:31][c:32]2[cH:33][c:34]([C:39](=[O:40])[OH:41])[nH:35][c:36]2[cH:37][cH:38]1.[ClH:1].[ClH:2].[ClH:3].[ClH:4].[n:5]1[cH:6][cH:7][c:8]([CH2:11][CH:12]([NH2:13])[C:14](=[O:15])[N:16]2[CH2:17][CH2:18][N:19]([CH:22]3[CH2:23][CH2:24][N:25]([CH3:28])[CH2:26][CH2:27]3)[CH2:20][CH2:21]2)[cH:9][cH:10]1>>[n:5]1[cH:6][cH:7][c:8]([CH2:11][CH:12]([NH:13][C:39]([c:34]2[cH:33][c:32]3[cH:31][c:30]([Cl:29])[cH:38][cH:37][c:36]3[nH:35]2)=[O:40])[C:14](=[O:15])[N:16]2[CH2:17][CH2:18][N:19]([CH:22]3[CH2:23][CH2:24][N:25]([CH3:28])[CH2:26][CH2:27]3)[CH2:20][CH2:21]2)[cH:9][cH:10]1.